Task: describe an organic reaction: reactants, conditions, products, and yield. Dataset: the Open Reaction Database (ORD), a public repository of structured organic reaction records The reactants are ClCCl, CC(C)=O, CCO, COc1ccc(C=O)cc1, OCCC(CO)C1CCCCC1, NCC(=O)O, [Na+], [OH-], O. Yields the product O=C1OCCC1C1CCCCC1. As a reaction SMILES: [CH2:38]([Cl:39])[Cl:40].[CH3:31][C:32](=[O:33])[CH3:34].[CH3:35][CH2:36][OH:37].[CH:20](=[O:21])[c:22]1[cH:23][cH:24][c:25]([O:26][CH3:27])[cH:28][cH:29]1.[CH:8]1([CH:14]([CH2:15][OH:16])[CH2:17][CH2:18][OH:19])[CH2:9][CH2:10][CH2:11][CH2:12][CH2:13]1.[NH2:1][CH2:2][C:3](=[O:4])[OH:5].[Na+:7].[OH-:6].[OH2:30]>>[CH:8]1([CH:14]2[C:15](=[O:16])[O:19][CH2:18][CH2:17]2)[CH2:9][CH2:10][CH2:11][CH2:12][CH2:13]1.